This data is from the Open Reaction Database (ORD), a public repository of structured organic reaction records. The task is: describe an organic reaction: reactants, conditions, products, and yield The reactants are NC1CCN(CC1)CC1=CC=CC=C1 (4-amino-1-benzylpiperidine), S(=O)(=O)(N)N (sulfamide). Run in C(OC)COC (dimethoxyethane). Reaction conditions: temperature 100 celsius, time 10 minute. The product is C(C1=CC=CC=C1)N1CCC(CC1)NS(=O)(=O)N (N-(1-Benzylpiperidin-4-yl)sulfamide). Yield: 105.7%. Reaction SMILES: [NH2:1][CH:2]1[CH2:7][CH2:6][N:5]([CH2:8][C:9]2[CH:14]=[CH:13][CH:12]=[CH:11][CH:10]=2)[CH2:4][CH2:3]1.[S:15](N)([NH2:18])(=[O:17])=[O:16]>C(COC)OC>[CH2:8]([N:5]1[CH2:6][CH2:7][CH:2]([NH:1][S:15]([NH2:18])(=[O:17])=[O:16])[CH2:3][CH2:4]1)[C:9]1[CH:14]=[CH:13][CH:12]=[CH:11][CH:10]=1. Procedure details: To a solution of 3.0 g of 4-amino-1-benzylpiperidine in dimethoxyethane (20 ml) was added 1.35 g of sulfamide. The resulting mixture was stirred at 100° C. for 10 minutes and then reacted at 130° C. for 1 hour. After distilling off the solvent under reduced pressure, 4.0 g of the title compound was obtained as a brown oily substance. Reactants: [Al+3], [H-], [H-], [H-], [H-], [Li+], [Na+], C1CCOC1, [OH-], O, CCOC(=O)c1cnn(C(c2ccccc2)(c2ccccc2)c2ccccc2)c1. Yields the product OCc1cnn(C(c2ccccc2)(c2ccccc2)c2ccccc2)c1. RXN SMILES: [Al+3:2].[H-:1].[H-:4].[H-:5].[H-:6].[Li+:3].[Na+:38].[O:39]1[CH2:40][CH2:41][CH2:42][CH2:43]1.[OH-:37].[OH2:36].[c:7]1([C:13]([n:14]2[n:15][cH:16][c:17]([C:19](=[O:20])[O:21][CH2:22][CH3:23])[cH:18]2)([c:24]2[cH:25][cH:26][cH:27][cH:28][cH:29]2)[c:30]2[cH:31][cH:32][cH:33][cH:34][cH:35]2)[cH:8][cH:9][cH:10][cH:11][cH:12]1>>[c:7]1([C:13]([n:14]2[n:15][cH:16][c:17]([CH2:19][OH:20])[cH:18]2)([c:24]2[cH:25][cH:26][cH:27][cH:28][cH:29]2)[c:30]2[cH:31][cH:32][cH:33][cH:34][cH:35]2)[cH:8][cH:9][cH:10][cH:11][cH:12]1. Starting materials: ClC1=NC2=CC(=CC=C2C(=C1C)Cl)F (2,4-dichloro-7-fluoro-3-methylquinoline), C([O-])([O-])=O.[Na+].[Na+] (sodium carbonate), CC1=NC=CC=C1B1OC(C(O1)(C)C)(C)C (2-methyl-3-(4,4,5,5-tetramethyl-1,3,2-dioxaborolan-2-yl)pyridine). The reagents and catalysts are Cl[Pd]([P](C1=CC=CC=C1)(C2=CC=CC=C2)C3=CC=CC=C3)([P](C4=CC=CC=C4)(C5=CC=CC=C5)C6=CC=CC=C6)Cl (PdCl2(PPh3)2). Run in O1CCOCC1 (1,4-dioxane), O (water), CCOC(=O)C (EtOAc), O (water). The product is ClC1=C(C(=NC2=CC(=CC=C12)F)C=1C(=NC=CC1)C)C (4-chloro-7-fluoro-3-methyl-2-(2-methylpyridin-3-yl)quinoline). Reaction SMILES: Cl[C:2]1[C:11]([CH3:12])=[C:10]([Cl:13])[C:9]2[C:4](=[CH:5][C:6]([F:14])=[CH:7][CH:8]=2)[N:3]=1.C(=O)([O-])[O-].[Na+].[Na+].[CH3:21][C:22]1[C:27](B2OC(C)(C)C(C)(C)O2)=[CH:26][CH:25]=[CH:24][N:23]=1>O1CCOCC1.CCOC(C)=O.O.Cl[Pd](Cl)([P](C1C=CC=CC=1)(C1C=CC=CC=1)C1C=CC=CC=1)[P](C1C=CC=CC=1)(C1C=CC=CC=1)C1C=CC=CC=1>[Cl:13][C:10]1[C:9]2[C:4](=[CH:5][C:6]([F:14])=[CH:7][CH:8]=2)[N:3]=[C:2]([C:27]2[C:22]([CH3:21])=[N:23][CH:24]=[CH:25][CH:26]=2)[C:11]=1[CH3:12] |f:1.2.3,^1:52,71|. Procedure: To a stirred solution of 2,4-dichloro-7-fluoro-3-methylquinoline (400 mg, 1.74 mmol) in 1,4-dioxane:water (5 mL:1 mL) was added PdCl2(PPh3)2 (122 mg, 0.17 mmol), sodium carbonate (553 mg, 5.22 mmol) and 2-methyl-3-(4,4,5,5-tetramethyl-1,3,2-dioxaborolan-2-yl)pyridine. The reaction was heated at reflux overnight. After this time the reaction was diluted with EtOAc (100 mL) and water (50 mL). The separated organic layer was dried over MgSO4, filtered and evaporated in vacuo. Column chromatography ... Reactants: C([O-])([O-])=O.[K+].[K+] (potassium carbonate), NCCCO (3-amino-1-propanol), C(C1=CC=CC=C1)OC=1C=C(C=NC1)C1=CC=CC=2N(C3=CC=CC=C3C12)C1=CC(=C(C#N)C=C1)F (4-{4-[5-(benzyloxy)pyridin-3-yl]-9H-carbazol-9-yl}-2-fluorobenzonitrile), solution, [OH-].[Na+] (sodium hydroxide), OO (hydrogen peroxide). The solvent is O (water), CS(=O)C (dimethyl sulphoxide), C(C)O (ethanol). Reaction conditions: temperature 90 celsius, time 1 hour. The product is C(C1=CC=CC=C1)OC=1C=C(C=NC1)C1=CC=CC=2N(C3=CC=CC=C3C12)C1=CC(=C(C(=O)N)C=C1)NCCCO (4-{4-[5-(benzyloxy)pyridin-3-yl]-9H-carbazol-9-yl}-2-[(3-hydroxypropyl)amino]benzamide). Isolated yield 45.6%. Reaction SMILES: C(=O)([O-])[O-:2].[K+].[K+].[NH2:7][CH2:8][CH2:9][CH2:10][OH:11].[CH2:12]([O:19][C:20]1[CH:21]=[C:22]([C:26]2[C:38]3[C:37]4[C:32](=[CH:33][CH:34]=[CH:35][CH:36]=4)[N:31]([C:39]4[CH:46]=[CH:45][C:42]([C:43]#[N:44])=[C:41](F)[CH:40]=4)[C:30]=3[CH:29]=[CH:28][CH:27]=2)[CH:23]=[N:24][CH:25]=1)[C:13]1[CH:18]=[CH:17][CH:16]=[CH:15][CH:14]=1.[OH-].[Na+].OO>CS(C)=O.O.C(O)C>[CH2:12]([O:19][C:20]1[CH:21]=[C:22]([C:26]2[C:38]3[C:37]4[C:32](=[CH:33][CH:34]=[CH:35][CH:36]=4)[N:31]([C:39]4[CH:46]=[CH:45][C:42]([C:43]([NH2:44])=[O:2])=[C:41]([NH:7][CH2:8][CH2:9][CH2:10][OH:11])[CH:40]=4)[C:30]=3[CH:29]=[CH:28][CH:27]=2)[CH:23]=[N:24][CH:25]=1)[C:13]1[CH:18]=[CH:17][CH:16]=[CH:15][CH:14]=1 |f:0.1.2,5.6|. Procedure: 0.47 g of potassium carbonate and 1.7 g of 3-amino-1-propanol are successively added to a solution of 0.55 g of 4-{4-[5-(benzyloxy)pyridin-3-yl]-9H-carbazol-9-yl}-2-fluorobenzonitrile, obtained in stage 3 of Example 67, in 6 ml of dimethyl sulphoxide. The reaction mixture is heated at 90° C. for 1 hour 20 minutes in a microwave, and then 11.5 ml of ethanol are added, followed by 2.2 ml of a 1N solution of sodium hydroxide and 2.2 ml of 30% aqueous hydrogen peroxide. The reaction mixture is stirr... Starting materials: Cn1ncc(C=O)c1NC(c1ccccc1)(c1ccccc1)c1ccccc1, CCOC(=O)CP(=O)(OCC)OCC, [H-], [Na+], C1CCOC1. Product: CCOC(=O)C=Cc1cnn(C)c1NC(c1ccccc1)(c1ccccc1)c1ccccc1. As a reaction SMILES: [CH3:17][n:18]1[n:19][cH:20][c:21]([CH:43]=[O:44])[c:22]1[NH:23][C:24]([c:25]1[cH:26][cH:27][cH:28][cH:29][cH:30]1)([c:31]1[cH:32][cH:33][cH:34][cH:35][cH:36]1)[c:37]1[cH:38][cH:39][cH:40][cH:41][cH:42]1.[CH3:3][CH2:4][O:5][C:6](=[O:7])[CH2:8][P:9]([O:10][CH2:11][CH3:12])([O:13][CH2:14][CH3:15])=[O:16].[H-:1].[Na+:2].[O:45]1[CH2:46][CH2:47][CH2:48][CH2:49]1>>[CH3:3][CH2:4][O:5][C:6](=[O:7])[CH:8]=[CH:43][c:21]1[cH:20][n:19][n:18]([CH3:17])[c:22]1[NH:23][C:24]([c:25]1[cH:26][cH:27][cH:28][cH:29][cH:30]1)([c:31]1[cH:32][cH:33][cH:34][cH:35][cH:36]1)[c:37]1[cH:38][cH:39][cH:40][cH:41][cH:42]1. Procedure details: In a refrigerator, 50 ml of an aqueous solution containing 1 m.mol of potassium dicyano silver (I) and 50 ml of an aqueous solution containing 1 m.mol of stearyl trimethyl ammonium chloride were jointly left standing for one dry. The resultant mixture was filtered to separate the turmed precipitate. The residue of the filtration was dried to form a colorless finely divided dicyano-silver (I)-stearyltrimethylammonium ion pair (Ag-CN18). Product: C(#N)[Ag-]C#N.C(CCCCCCCCCCCCCCCCC)[N+](C)(C)C (dicyano-silver (I) stearyltrimethylammonium), Ag-CN18. Reaction SMILES: [C:1]([Ag-:3][C:4]#[N:5])#[N:2].[K+].[Cl-].[CH2:8]([N+:26]([CH3:29])([CH3:28])[CH3:27])[CH2:9][CH2:10][CH2:11][CH2:12][CH2:13][CH2:14][CH2:15][CH2:16][CH2:17][CH2:18][CH2:19][CH2:20][CH2:21][CH2:22][CH2:23][CH2:24][CH3:25]>>[C:1]([Ag-:3][C:4]#[N:5])#[N:2].[CH2:8]([N+:26]([CH3:29])([CH3:27])[CH3:28])[CH2:9][CH2:10][CH2:11][CH2:12][CH2:13][CH2:14][CH2:15][CH2:16][CH2:17][CH2:18][CH2:19][CH2:20][CH2:21][CH2:22][CH2:23][CH2:24][CH3:25] |f:0.1,2.3,4.5|. The solvent is aqueous solution. The reactants are [Cl-].C(CCCCCCCCCCCCCCCCC)[N+](C)(C)C (stearyl trimethyl ammonium chloride), aqueous solution, C(#N)[Ag-]C#N.[K+] (potassium dicyano silver (I)). Starting materials: CC(C)(C)C(=O)Cl, OCc1cc2c(OCC3CO3)cccc2[nH]1, c1ccncc1. Product: CC(C)(C)C(=O)OCc1cc2c(OCC3CO3)cccc2[nH]1. Reaction SMILES: [C:17]([C:18]([CH3:19])([CH3:20])[CH3:21])(=[O:22])[Cl:23].[O:1]1[CH:2]([CH2:3][O:4][c:5]2[c:6]3[cH:7][c:8]([CH2:14][OH:15])[nH:9][c:10]3[cH:11][cH:12][cH:13]2)[CH2:16]1.[cH:24]1[cH:25][cH:26][n:27][cH:28][cH:29]1>>[O:1]1[CH:2]([CH2:3][O:4][c:5]2[c:6]3[cH:7][c:8]([CH2:14][O:15][C:17]([C:18]([CH3:19])([CH3:20])[CH3:21])=[O:22])[nH:9][c:10]3[cH:11][cH:12][cH:13]2)[CH2:16]1. Starting materials: epoxy resin, phenols, CC(C)(C1=CC=C(C=C1)O)C2=CC=C(C=C2)O.C1C(O1)CCl (Epon 828), C(Cl)C1CO1 (epichlorohydrin), glycidyl polyethers, C1(=CC=CC=C1)O (phenol). The product is 4,4'-dihydroxydiphenol propane, OC1=CC=C(C=C1)C(C)(C)C1=CC=C(C=C1)O (2,2-bis(4-hydroxyphenyl) propane), C(Cl)C1CO1 (epichlorohydrin). RXN SMILES: [CH2:1]([CH:3]1[O:5][CH2:4]1)[Cl:2].C1(O)C=CC=CC=1.[CH3:13][C:14]([C:23]1[CH:28]=[CH:27][C:26]([OH:29])=[CH:25][CH:24]=1)([C:16]1[CH:21]=[CH:20][C:19]([OH:22])=[CH:18][CH:17]=1)[CH3:15].C1OC1CCl>>[OH:22][C:19]1[CH:18]=[CH:17][C:16]([C:14]([C:23]2[CH:24]=[CH:25][C:26]([OH:29])=[CH:27][CH:28]=2)([CH3:15])[CH3:13])=[CH:21][CH:20]=1.[CH2:1]([CH:3]1[O:5][CH2:4]1)[Cl:2] |f:2.3|. Reported procedure: Particularly useful in the present invention are the low molecular weight, liquid glycidyl polyethers of dihydric phenols obtained by reacting epichlorohydrin with a dihydric phenol in an alkaline medium. A specific example of a liquid polyepoxide which is useful is "Epon 828," a trademarked product of Shell Chemical Company, which is a pourable (10,000-16,000 centipoises at 25° C.), liquid epoxy resin having a melting point of 8°-12° C., an epoxide equivalent weight of 180-195 and is formed by ...